From a dataset of the Open Reaction Database (ORD), a public repository of structured organic reaction records. describe an organic reaction: reactants, conditions, products, and yield Starting materials: COc1cc2c3c(c1OC)CC(c1ccccc1)CC3C(NC(=O)OCc1ccccc1)CC2, CO, [H][H]. The product is COc1cc2c3c(c1OC)CC(c1ccccc1)CC3C(N)CC2. As a reaction SMILES: [C:1]([O:2][CH2:3][c:4]1[cH:5][cH:6][cH:7][cH:8][cH:9]1)(=[O:10])[NH:11][CH:12]1[CH2:13][CH2:14][c:15]2[cH:16][c:17]([O:33][CH3:34])[c:18]([O:31][CH3:32])[c:19]3[c:24]2[CH:23]1[CH2:22][CH:21]([c:25]1[cH:26][cH:27][cH:28][cH:29][cH:30]1)[CH2:20]3.[CH3:37][OH:38].[H:35][H:36]>>[NH2:11][CH:12]1[CH2:13][CH2:14][c:15]2[cH:16][c:17]([O:33][CH3:34])[c:18]([O:31][CH3:32])[c:19]3[c:24]2[CH:23]1[CH2:22][CH:21]([c:25]1[cH:26][cH:27][cH:28][cH:29][cH:30]1)[CH2:20]3. The reactants are FC1=C(C=C(C(=C1)F)[N+](=O)[O-])N1C=C(C(C2=CC(=C(C=C12)F)F)=O)C(=O)OCC (Ethyl 1-(2,4-difluoro-5-nitrophenyl)-6,7-difluoro-1,4-dihydro-4-oxoquinoline-3-carboxylate). The reagents and catalysts are [Pd] (palladium on carbon). Run in C(C)(=O)O (acetic acid). Conditions: time 2 day. The product is NC=1C=C(C(=CC1F)F)N1C=C(C(C2=CC(=C(C=C12)F)F)=O)C(=O)OCC (Ethyl 1-(3-amino-4,6-difluorophenyl)-6,7-difluoro-1,4-dihydro-4-oxoquinoline-3-carboxylate). Yield: 84.6%. As a reaction SMILES: [F:1][C:2]1[CH:7]=[C:6]([F:8])[C:5]([N+:9]([O-])=O)=[CH:4][C:3]=1[N:12]1[C:21]2[C:16](=[CH:17][C:18]([F:23])=[C:19]([F:22])[CH:20]=2)[C:15](=[O:24])[C:14]([C:25]([O:27][CH2:28][CH3:29])=[O:26])=[CH:13]1>C(O)(=O)C.[Pd]>[NH2:9][C:5]1[CH:4]=[C:3]([N:12]2[C:21]3[C:16](=[CH:17][C:18]([F:23])=[C:19]([F:22])[CH:20]=3)[C:15](=[O:24])[C:14]([C:25]([O:27][CH2:28][CH3:29])=[O:26])=[CH:13]2)[C:2]([F:1])=[CH:7][C:6]=1[F:8]. Reported procedure: Ethyl 1-(2,4-difluoro-5-nitrophenyl)-6,7-difluoro-1,4-dihydro-4-oxoquinoline-3-carboxylate (3.7 grams) was dissolved in 60 ml of acetic acid, to which was added 400 mg of 10% palladium on carbon. Under a hydrogen atmosphere, the solution was stirred for 2 days at room temperature. The catalyst was removed by a membrane filter and the filtrate was concentrated in vacua. Ethanol was added to the residue whereupon the solid was collected by filtration and washed with diethyl ether to give 2.9 g of ... Reactants: Fc1cc2sccc2c(F)c1CBr, CC(=O)[O-], CCOC(C)=O, CN(C)C=O, [K+], O. Product: CC(=O)OCc1c(F)cc2sccc2c1F. As a reaction SMILES: [Br:1][CH2:2][c:3]1[c:4]([F:13])[c:5]2[c:6]([s:7][cH:8][cH:9]2)[cH:10][c:11]1[F:12].[CH3:15][C:16]([O-:17])=[O:18].[CH3:20][CH2:21][O:22][C:23](=[O:24])[CH3:25].[CH3:26][N:27]([CH3:28])[CH:29]=[O:30].[K+:14].[OH2:19]>>[CH2:2]([c:3]1[c:4]([F:13])[c:5]2[c:6]([s:7][cH:8][cH:9]2)[cH:10][c:11]1[F:12])[O:18][C:16]([CH3:15])=[O:17]. Starting materials: BrC=1C=C(C(=O)NC=2SC3=C(N2)C(=CC=C3N3CCOCC3)OC)C=CN1 (2-bromo-N-(4-methoxy-7-morpholin-4-yl-benzothiazol-2-y)-isonicotinamide), C([O-])([O-])=O.[Cs+].[Cs+] (cesium carbonate), C(C)OCCN (2-ethoxyethylamine). Product: C(C)OCCNC=1C=C(C(=O)NC=2SC3=C(N2)C(=CC=C3N3CCOCC3)OC)C=CN1 (2-(2-Ethoxy-ethylamino)-N-(4-methoxy-7-morpholin-4-yl-benzothiazol-2-yl)-isonicotinamide). RXN SMILES: Br[C:2]1[CH:3]=[C:4]([CH:25]=[CH:26][N:27]=1)[C:5]([NH:7][C:8]1[S:9][C:10]2[C:16]([N:17]3[CH2:22][CH2:21][O:20][CH2:19][CH2:18]3)=[CH:15][CH:14]=[C:13]([O:23][CH3:24])[C:11]=2[N:12]=1)=[O:6].C(=O)([O-])[O-].[Cs+].[Cs+].[CH2:34]([O:36][CH2:37][CH2:38][NH2:39])[CH3:35]>>[CH2:34]([O:36][CH2:37][CH2:38][NH:39][C:2]1[CH:3]=[C:4]([CH:25]=[CH:26][N:27]=1)[C:5]([NH:7][C:8]1[S:9][C:10]2[C:16]([N:17]3[CH2:22][CH2:21][O:20][CH2:19][CH2:18]3)=[CH:15][CH:14]=[C:13]([O:23][CH3:24])[C:11]=2[N:12]=1)=[O:6])[CH3:35] |f:1.2.3|. Procedure: From 2-bromo-N-(4-methoxy-7-morpholin-4-yl-benzothiazol-2-y)-isonicotinamide with cesium carbonate and 2-ethoxyethylamine. ES-MS m/e (%): 458 (M+H+, 100). Starting materials: CCCCP(CCCC)CCCC, Cc1cc(CO)c(C)n1C(C)C, O=C1Nc2ccccc2C12COc1cc3c(cc12)OCO3, CCOC(=O)N=NC(=O)OCC, C1CCOC1. The product is Cc1cc(CN2C(=O)C3(COc4cc5c(cc43)OCO5)c3ccccc32)c(C)n1C(C)C. As a reaction SMILES: [CH2:34]([P:35]([CH2:36][CH2:37][CH2:38][CH3:39])[CH2:40][CH2:41][CH2:42][CH3:43])[CH2:44][CH2:45][CH3:46].[CH:22]([CH3:23])([CH3:24])[n:25]1[c:26]([CH3:33])[c:27]([CH2:31][OH:32])[cH:28][c:29]1[CH3:30].[NH:1]1[C:2](=[O:21])[C:3]2([CH2:4][O:5][c:6]3[c:7]2[cH:8][c:9]2[c:10]([cH:14]3)[O:11][CH2:12][O:13]2)[c:15]2[cH:16][cH:17][cH:18][cH:19][c:20]21.[O:47]=[C:48]([O:49][CH2:50][CH3:51])[N:52]=[N:53][C:54]([O:55][CH2:56][CH3:57])=[O:58].[O:59]1[CH2:60][CH2:61][CH2:62][CH2:63]1>>[N:1]1([CH2:31][c:27]2[c:26]([CH3:33])[n:25]([CH:22]([CH3:23])[CH3:24])[c:29]([CH3:30])[cH:28]2)[C:2](=[O:21])[C:3]2([CH2:4][O:5][c:6]3[c:7]2[cH:8][c:9]2[c:10]([cH:14]3)[O:11][CH2:12][O:13]2)[c:15]2[cH:16][cH:17][cH:18][cH:19][c:20]21. The reactants are C(C)(=O)O (acetic acid), CCC1=CC=CC2=C1NC3=C2CCO[C@]3(CC)CC(=O)O ((R)-Etodolac), racemic ester, S(O)(O)(=O)=O (sulphuric acid). The solvent is CO (methanol). Yields the product CCC=1C=CC=C2C1NC3=C2CCOC3(CC)CC(=O)O (etodolac). Isolated yield 60.0%. Reaction SMILES: [CH3:1][CH2:2][C:3]1[C:8]2[NH:9][C:10]3[C@:15]([CH2:18][C:19]([OH:21])=[O:20])([CH2:16][CH3:17])[O:14][CH2:13][CH2:12][C:11]=3[C:7]=2[CH:6]=[CH:5][CH:4]=1.S(=O)(=O)(O)O.C(O)(=O)C>CO>[CH3:1][CH2:2][C:3]1[CH:4]=[CH:5][CH:6]=[C:7]2[C:11]3[CH2:12][CH2:13][O:14][C:15]([CH2:18][C:19]([OH:21])=[O:20])([CH2:16][CH3:17])[C:10]=3[NH:9][C:8]=12. Procedure details: (R)-Etodolac (1.0 g) is dissolved in methanol (20 ml) and treated with concentrated sulphuric acid (0.06 equiv). The mixture is heated under reflux for 3 days then cooled to ambient temperature. The racemic ester is deposited as a white crystalline solid and collected by filtration (60% yield). The racemic ester is treated with aqueous sodium hydroxide to effect hydrolysis, then acidified with acetic acid to pH 4 to give racemic etodolac as an off-white micro-crystalline powder.